This data is from the Open Reaction Database (ORD), a public repository of structured organic reaction records. The task is: describe an organic reaction: reactants, conditions, products, and yield Solvent: CN(C=O)C (dimethylformamide). The reagents and catalysts are [Pd](Cl)Cl.C1(=CC=CC=C1)P(C1=CC=CC=C1)C1=CC=CC=C1.C1(=CC=CC=C1)P(C1=CC=CC=C1)C1=CC=CC=C1 (bis(triphenylphosphine) palladium(II) chloride). Starting materials: BrC1=C(C=CC=C1)C=1SC=CC1 (1-bromo-2-(2-thienyl)benzene), CC1=CC=C(C=C1)[Sn](C)(C)C (4-methylphenyltrimethylstannane), O (water). Procedure details: A vigorously stirred solution of 3.4 g (14 mmol) of 1-bromo-2-(2-thienyl)benzene and 3.77 g (15 mmol) of 4-methylphenyltrimethylstannane in 50 mL of dimethylformamide under a nitrogen atmosphere was treated with 427 mg of bis(triphenylphosphine) palladium(II) chloride and the resulting mixture heated at 100° C. for 4.5 hours. The reaction mixture was cooled, poured into 250 mL of water and the resultant mixture extracted with ethyl ether. The combined extracts were washed with water (4×), dried ... Reaction SMILES: Br[C:2]1[CH:7]=[CH:6][CH:5]=[CH:4][C:3]=1[C:8]1[S:9][CH:10]=[CH:11][CH:12]=1.[CH3:13][C:14]1[CH:19]=[CH:18][C:17]([Sn](C)(C)C)=[CH:16][CH:15]=1.O>CN(C)C=O.[Pd](Cl)Cl.C1(P(C2C=CC=CC=2)C2C=CC=CC=2)C=CC=CC=1.C1(P(C2C=CC=CC=2)C2C=CC=CC=2)C=CC=CC=1>[CH3:13][C:14]1[CH:19]=[CH:18][C:17]([C:2]2[CH:7]=[CH:6][CH:5]=[CH:4][C:3]=2[C:8]2[S:9][CH:10]=[CH:11][CH:12]=2)=[CH:16][CH:15]=1 |f:4.5.6|. The product is CC1=CC=C(C=C1)C1=C(C=CC=C1)C=1SC=CC1 (4-Methyl-2'-(2-thienyl)-1,1'-biphenyl). Conditions: temperature 100 celsius. Starting materials: C1CCOC1, COc1cc(C)c(S(=O)(=O)N2CCCCC2C=O)c(C)c1, CCOC(=O)CP(=O)(OCC)OCC, [H-], [Na+], O. Product: CCOC(=O)C=CC1CCCCN1S(=O)(=O)c1c(C)cc(OC)cc1C. Reaction SMILES: [CH2:39]1[O:40][CH2:41][CH2:42][CH2:43]1.[CH3:17][O:18][c:19]1[cH:20][c:21]([CH3:37])[c:22]([S:26](=[O:27])(=[O:28])[N:29]2[CH:30]([CH:35]=[O:36])[CH2:31][CH2:32][CH2:33][CH2:34]2)[c:23]([CH3:25])[cH:24]1.[CH3:1][CH2:2][O:3][C:4](=[O:5])[CH2:6][P:7]([O:8][CH2:9][CH3:10])([O:11][CH2:12][CH3:13])=[O:14].[H-:16].[Na+:15].[OH2:38]>>[CH3:1][CH2:2][O:3][C:4](=[O:5])[CH:6]=[CH:35][CH:30]1[N:29]([S:26]([c:22]2[c:21]([CH3:37])[cH:20][c:19]([O:18][CH3:17])[cH:24][c:23]2[CH3:25])(=[O:27])=[O:28])[CH2:34][CH2:33][CH2:32][CH2:31]1. Reactants: C1CCCC=2C(=CC=CC12)C(=O)OCC[C@H](CN1C(=NC=C1)C(=O)C=1C=2CCCCC2C=CC1)C1=CC(=C(C=C1)Cl)Cl (3(S)-(3,4-Dichlorophenyl)-4-[2-(1,2,3,4-tetrahydro-5-naphthoyl)imidazol-1-yl]butyl 1,2,3,4-tetrahydro-5-naphthoate), [OH-].[Na+] (sodium hydroxide). Run in CO (methanol). Reaction conditions: time 8 hour. The product is ClC=1C=C(C=CC1Cl)[C@H](CCO)CN1C(=NC=C1)C(=O)C=1C=2CCCCC2C=CC1 (3(S)-(3,4-dichlorophenyl)-4-[2-(1,2,3,4-tetrahydro-5-naphthoyl)imidazol-1-yl]butan-1-ol). Isolated yield 80.6%. As a reaction SMILES: C1C2C=CC=C(C([O:13][CH2:14][CH2:15][C@@H:16]([C:35]3[CH:40]=[CH:39][C:38]([Cl:41])=[C:37]([Cl:42])[CH:36]=3)[CH2:17][N:18]3[CH:22]=[CH:21][N:20]=[C:19]3[C:23]([C:25]3[C:26]4[CH2:27][CH2:28][CH2:29][CH2:30][C:31]=4[CH:32]=[CH:33][CH:34]=3)=[O:24])=O)C=2CCC1.[OH-].[Na+]>CO>[Cl:42][C:37]1[CH:36]=[C:35]([C@@H:16]([CH2:17][N:18]2[CH:22]=[CH:21][N:20]=[C:19]2[C:23]([C:25]2[C:26]3[CH2:27][CH2:28][CH2:29][CH2:30][C:31]=3[CH:32]=[CH:33][CH:34]=2)=[O:24])[CH2:15][CH2:14][OH:13])[CH:40]=[CH:39][C:38]=1[Cl:41] |f:1.2|. Reported procedure: 3(S)-(3,4-Dichlorophenyl)-4-[2-(1,2,3,4-tetrahydro-5-naphthoyl)imidazol-1-yl]butyl 1,2,3,4-tetrahydro-5-naphthoate (1.38 g) (see Preparation 101) was dissolved in methanol (40 ml), 1N aqueous sodium hydroxide solution (5 ml) added and the resulting mixture stirred at room temperature overnight. The methanol was then removed under reduced pressure and the residue partitioned between ethyl acetate and water. The organic phase was separated, washed sequentially with saturated aqueous sodium hydroge... The reactants are COC1=C2C[C@H](O[C@H](C2=CC=C1C)CNC=O)C1CCNCC1 (N-((1R,3S)-5-methoxy-6-methyl-3-(4-piperidinyl)-1-isochromanylmethyl)formamide), ClC1=CC=C(C(=O)NC(CC=O)C)C=C1 (4-Chloro-N-(1-methyl-3-oxo-propyl)-benzamide), C(C)(=O)O[BH-](OC(C)=O)OC(C)=O.[Na+] (sodium triacetoxyborohydride). The solvent is ClCCl (dichloromethane). The product is ClC1=CC=C(C(=O)NC(CCN2CCC(CC2)[C@H]2O[C@H](C3=CC=C(C(=C3C2)OC)C)CNC=O)C)C=C1 (4-Chloro-N-{3-[4-((1R,3S)1-formylaminomethyl-5-methoxy-6-methyl-isochroman-3-yl)-piperidin-1-yl]-1-methylpropyl}-benzamide). As a reaction SMILES: [CH3:1][O:2][C:3]1[C:12]([CH3:13])=[CH:11][CH:10]=[C:9]2[C:4]=1[CH2:5][C@@H:6]([CH:18]1[CH2:23][CH2:22][NH:21][CH2:20][CH2:19]1)[O:7][C@H:8]2[CH2:14][NH:15][CH:16]=[O:17].[Cl:24][C:25]1[CH:38]=[CH:37][C:28]([C:29]([NH:31][CH:32]([CH3:36])[CH2:33][CH:34]=O)=[O:30])=[CH:27][CH:26]=1.C(O[BH-](OC(=O)C)OC(=O)C)(=O)C.[Na+]>ClCCl>[Cl:24][C:25]1[CH:26]=[CH:27][C:28]([C:29]([NH:31][CH:32]([CH3:36])[CH2:33][CH2:34][N:21]2[CH2:20][CH2:19][CH:18]([C@@H:6]3[CH2:5][C:4]4[C:9](=[CH:10][CH:11]=[C:12]([CH3:13])[C:3]=4[O:2][CH3:1])[C@H:8]([CH2:14][NH:15][CH:16]=[O:17])[O:7]3)[CH2:23][CH2:22]2)=[O:30])=[CH:37][CH:38]=1 |f:2.3|. Reported procedure: Stir a suspension of N-((1R,3S)-5-methoxy-6-methyl-3-(4-piperidinyl)-1-isochromanylmethyl)formamide (1.0 mmol) with 4-Chloro-N-(1-methyl-3-oxo-propyl)-benzamide (3.0 mmol) and sodium triacetoxyborohydride (3.0 mmol) in dichloromethane (5 mL) at room temperature overnight. Apply the reaction mixture directly to a 5 g SCX column and elute and concentrate the appropriate fractions to obtain the title compound. Use the compound directly for the next step.